Dataset: the Open Reaction Database (ORD), a public repository of structured organic reaction records. Task: describe an organic reaction: reactants, conditions, products, and yield Reactants: Cc1ccc([N+](=O)[O-])c2c1CC(C)O2, [H][H], C1CCOC1. Product: Cc1ccc(N)c2c1CC(C)O2. RXN SMILES: [CH3:1][CH:2]1[O:3][c:4]2[c:5]([c:7]([CH3:14])[cH:8][cH:9][c:10]2[N+:11]([O-:12])=[O:13])[CH2:6]1.[H:15][H:16].[O:17]1[CH2:18][CH2:19][CH2:20][CH2:21]1>>[CH3:1][CH:2]1[O:3][c:4]2[c:5]([c:7]([CH3:14])[cH:8][cH:9][c:10]2[NH2:11])[CH2:6]1. The reactants are ClC1=CC=C(/C=C/C2=NC(NC=C2)=O)C=C1 ((E)-4-(4-chlorostyryl)pyrimidin-2(1H)-one), OC(COC1=C(C=C(C=C1)B(O)O)OC)(C)C (4-(2-hydroxy-2-methylpropoxy)-3-methoxyphenylboronic acid), crude product, B(O)O (boronic acid), O.CO.FC(F)(F)C(=O)O (water MeOH-TFA), crude product, CN(CCN(C)C)C (N1,N1,N2,N2-tetramethylethane-1,2-diamine), CN(CCN(C)C)C (N1,N1,N2,N2-tetramethylethane-1,2-diamine). Reagents/catalysts: C(C)(=O)[O-].[Cu+2].C(C)(=O)[O-] (copper (II) acetate), [Cu] (copper). Solvent: CO (MeOH), O (H2O), C(Cl)Cl (CH2Cl2). Reaction conditions: time 45 minute. The product is ClC1=CC=C(/C=C/C2=NC(N(C=C2)C2=CC(=C(C=C2)OCC(C)(C)O)OC)=O)C=C1 ((E)-4-(4-chlorostyryl)-1-(4-(2-hydroxy-2-methylpropoxy)-3-methoxyphenyl)pyrimidin-2(1H)-one). Reaction SMILES: [Cl:1][C:2]1[CH:16]=[CH:15][C:5](/[CH:6]=[CH:7]/[C:8]2[CH:13]=[CH:12][NH:11][C:10](=[O:14])[N:9]=2)=[CH:4][CH:3]=1.[OH:17][C:18]([CH3:33])([CH3:32])[CH2:19][O:20][C:21]1[CH:26]=[CH:25][C:24](B(O)O)=[CH:23][C:22]=1[O:30][CH3:31].CN(C)CCN(C)C.B(O)O.O.CO.FC(C(O)=O)(F)F>CO.O.C(Cl)Cl.C([O-])(=O)C.[Cu+2].C([O-])(=O)C.[Cu]>[Cl:1][C:2]1[CH:3]=[CH:4][C:5](/[CH:6]=[CH:7]/[C:8]2[CH:13]=[CH:12][N:11]([C:24]3[CH:25]=[CH:26][C:21]([O:20][CH2:19][C:18]([OH:17])([CH3:33])[CH3:32])=[C:22]([O:30][CH3:31])[CH:23]=3)[C:10](=[O:14])[N:9]=2)=[CH:15][CH:16]=1 |f:4.5.6,10.11.12|. Reported procedure: To a stirred mixture of (E)-4-(4-chlorostyryl)pyrimidin-2(1H)-one Part A (21 mg, 0.09 mmol), 4-(2-hydroxy-2-methylpropoxy)-3-methoxyphenylboronic acid Part D of Procedure 4 (43 mg, 0.18 mmol) and copper (II) acetate (16.39 mg, 0.090 mmol) in MeOH (2 mL) and H2O (0.5 mL) was added N1,N1,N2,N2-tetramethylethane-1,2-diamine (21 mg, 0.18 mmol) at RT. After stirring at RT for 45 min under oxygen, the reaction diluted with CH2Cl2 and washed sequentially with 5% aq. sulfuric acid and sat. NaHCO3. The o... Reactants: N (ammonia), N (ammonia), [I-].[Na+] (sodium iodide), BrCCOC1=CC=C(C=C1)N1C(N(C=C1)C1=CC=C(C=C1)OC1=CC=CC=C1)=O (1-[4-(2-bromoethoxy)phenyl]-3-(4-phenoxyphenyl)-1,3-dihydroimidazol-2-one). Run in C(C)#N (acetonitrile). Reaction conditions: time 5 hour. Yields the product NCCOC1=CC=C(C=C1)N1C(N(C=C1)C1=CC=C(C=C1)OC1=CC=CC=C1)=O (1-[4-(2-Aminoethoxy)phenyl]-3-(4-phenoxyphenyl)-1,3-dihydroimidazol-2-one). RXN SMILES: Br[CH2:2][CH2:3][O:4][C:5]1[CH:10]=[CH:9][C:8]([N:11]2[CH:15]=[CH:14][N:13]([C:16]3[CH:21]=[CH:20][C:19]([O:22][C:23]4[CH:28]=[CH:27][CH:26]=[CH:25][CH:24]=4)=[CH:18][CH:17]=3)[C:12]2=[O:29])=[CH:7][CH:6]=1.[NH3:30].[I-].[Na+]>C(#N)C>[NH2:30][CH2:2][CH2:3][O:4][C:5]1[CH:10]=[CH:9][C:8]([N:11]2[CH:15]=[CH:14][N:13]([C:16]3[CH:21]=[CH:20][C:19]([O:22][C:23]4[CH:28]=[CH:27][CH:26]=[CH:25][CH:24]=4)=[CH:18][CH:17]=3)[C:12]2=[O:29])=[CH:7][CH:6]=1 |f:2.3|. Reported procedure: A solution of 1-[4-(2-bromoethoxy)phenyl]-3-(4-phenoxyphenyl)-1,3-dihydroimidazol-2-one (50 mg) in acetonitrile (1 ml) was left to stand with ammonia solution (1 ml) and sodium iodide (5 mg) and 24 hours. After repeated addition of the ammonia solution, the reaction was kept at 40° C. for 5 hours. The cooled reaction solution was filtered and concentrated. The residue was purified by preparative HPLC. The product with the molecular weight of 387.44 (C24H21N3O3); MS (ESI): 388 ([M+H]+), was obtai... Starting materials: CN=C=S, CCO, Cn1nnnc1SCCCN. Product: CNC(=S)NCCCSc1nnnn1C. RXN SMILES: [CH3:12][N:13]=[C:14]=[S:15].[CH3:16][CH2:17][OH:18].[CH3:1][n:2]1[n:3][n:4][n:5][c:6]1[S:7][CH2:8][CH2:9][CH2:10][NH2:11]>>[CH3:1][n:2]1[n:3][n:4][n:5][c:6]1[S:7][CH2:8][CH2:9][CH2:10][NH:11][C:14]([NH:13][CH3:12])=[S:15]. The reactants are SC[C@@H](O)[C@H](O)CS (dithiothreitol), ice water, C(#N)SC=1C=C2C(=C(C=NC2=C(C1)F)C(=O)OCC)O (ethyl 6-(cyanosulfanyl)-8-fluoro-4-hydroxy-3-quinolinecarboxylate). The solvent is CN(C)C=O (DMF). Yields the product FC=1C=C(C=C2C(=C(C=NC12)C(=O)OCC)O)S (Ethyl 8-fluoro-4-hydroxy-6-sulfanyl-3-quinolinecarboxylate), white solid. RXN SMILES: C([S:3][C:4]1[CH:5]=[C:6]2[C:11](=[C:12]([F:14])[CH:13]=1)[N:10]=[CH:9][C:8]([C:15]([O:17][CH2:18][CH3:19])=[O:16])=[C:7]2[OH:20])#N.SC[C@H]([C@@H](CS)O)O>CN(C=O)C>[F:14][C:12]1[CH:13]=[C:4]([SH:3])[CH:5]=[C:6]2[C:11]=1[N:10]=[CH:9][C:8]([C:15]([O:17][CH2:18][CH3:19])=[O:16])=[C:7]2[OH:20]. Procedure details: A mixture of 20 g of ethyl 6-(cyanosulfanyl)-8-fluoro-4-hydroxy-3-quinolinecarboxylate from preparation No. 16, 125 mL of DMF and 12.6 g of dithiothreitol is stirred for 5 h at 25° C. It is poured into 1 L of deoxygenated ice water and the precipitate collected by filtration, washed with two 200 mL portions of distilled water, and then dried in a stream of nitrogen. The title compound is obtained as 10.5 g of a white solid.